Dataset: the Open Reaction Database (ORD), a public repository of structured organic reaction records. Task: describe an organic reaction: reactants, conditions, products, and yield The reactants are CC(C)O, Cc1cc(N)c(Cl)cc1[N+](=O)[O-], [K+], O=C1C=CC=CC1=O, [OH-], O. The product is Cc1cc(N)c(Cl)cc1N. As a reaction SMILES: [CH:1]([OH:2])([CH3:3])[CH3:4].[Cl:5][c:6]1[c:7]([NH2:8])[cH:9][c:10]([CH3:16])[c:11]([N+:13]([O-:14])=[O:15])[cH:12]1.[K+:18].[O:19]=[C:20]1[C:21](=[O:22])[CH:23]=[CH:24][CH:25]=[CH:26]1.[OH-:17].[OH2:27]>>[Cl:5][c:6]1[c:7]([NH2:8])[cH:9][c:10]([CH3:16])[c:11]([NH2:13])[cH:12]1. Starting materials: O=C([O-])O, CCc1ccccc1N1CCC(Nn2cccc2)CC1, CC(=O)Cl, ClCCl, [Na+]. Product: CCc1ccccc1N1CCC(N(C(C)=O)n2cccc2)CC1, Cl. Reaction SMILES: [C:21](=[O:22])([OH:23])[O-:24].[CH3:1][CH2:2][c:3]1[c:4]([N:9]2[CH2:10][CH2:11][CH:12]([NH:15][n:16]3[cH:17][cH:18][cH:19][cH:20]3)[CH2:13][CH2:14]2)[cH:5][cH:6][cH:7][cH:8]1.[CH3:26][C:27]([Cl:28])=[O:29].[Cl:30][CH2:31][Cl:32].[Na+:25]>>[CH3:1][CH2:2][c:3]1[c:4]([N:9]2[CH2:10][CH2:11][CH:12]([N:15]([n:16]3[cH:17][cH:18][cH:19][cH:20]3)[C:27]([CH3:26])=[O:29])[CH2:13][CH2:14]2)[cH:5][cH:6][cH:7][cH:8]1.[ClH:28]. Starting materials: CCCCCC, CCO, COc1cc(C=O)c([N+](=O)[O-])cc1OC, NCC1CCCCO1. Product: COc1cc(C=C2CCCOC2CN)c([N+](=O)[O-])cc1OC. Reaction SMILES: [CH3:27][CH2:28][CH2:29][CH2:30][CH2:31][CH3:32].[CH3:9][CH2:10][OH:11].[N+:12](=[O:13])([O-:14])[c:15]1[cH:16][c:17]([O:25][CH3:26])[c:18]([O:23][CH3:24])[cH:19][c:20]1[CH:21]=[O:22].[NH2:1][CH2:2][CH:3]1[O:4][CH2:5][CH2:6][CH2:7][CH2:8]1>>[NH2:1][CH2:2][CH:3]1[O:4][CH2:5][CH2:6][CH2:7][C:8]1=[CH:21][c:20]1[c:15]([N+:12](=[O:13])[O-:14])[cH:16][c:17]([O:25][CH3:26])[c:18]([O:23][CH3:24])[cH:19]1. The reactants are CCOC(=O)c1ccc(S(=O)(=O)Nc2ccc(N3CCC(=O)CC3)cc2)cc1, CS(=O)(=O)Nc1cc(C(O)CN)ccc1O. Yields the product CCOC(=O)c1ccc(S(=O)(=O)Nc2ccc(N3CCC(NCC(O)c4ccc(O)c(NS(C)(=O)=O)c4)CC3)cc2)cc1. RXN SMILES: [CH2:1]([CH3:2])[O:3][C:4]([c:5]1[cH:6][cH:7][c:8]([S:11]([NH:12][c:13]2[cH:14][cH:15][c:16]([N:19]3[CH2:20][CH2:21][C:22](=[O:25])[CH2:23][CH2:24]3)[cH:17][cH:18]2)(=[O:26])=[O:27])[cH:9][cH:10]1)=[O:28].[NH2:29][CH2:30][CH:31]([OH:32])[c:33]1[cH:34][cH:35][c:36]([OH:44])[c:37]([NH:39][S:40](=[O:41])(=[O:42])[CH3:43])[cH:38]1>>[CH2:1]([CH3:2])[O:3][C:4]([c:5]1[cH:6][cH:7][c:8]([S:11]([NH:12][c:13]2[cH:14][cH:15][c:16]([N:19]3[CH2:20][CH2:21][CH:22]([NH:29][CH2:30][CH:31]([OH:32])[c:33]4[cH:34][cH:35][c:36]([OH:44])[c:37]([NH:39][S:40](=[O:41])(=[O:42])[CH3:43])[cH:38]4)[CH2:23][CH2:24]3)[cH:17][cH:18]2)(=[O:26])=[O:27])[cH:9][cH:10]1)=[O:28]. Reactants: ClC1=CC(=C(CN2N=CC3=CC(=CC=C23)C=C2C(N=C(S2)SCC)=O)C=C1)C(F)(F)F (5-[1-(4-Chloro-2-trifluoromethyl-benzyl)-1H-indazol-5-ylmethylene]-2-ethylsulfanyl-thiazol-4-one), C(C)(C)(C)OC(=O)N1C(CNCC1)C(NOC)=O (2-Methoxycarbamoyl-piperazine-1-carboxylic acid tert-butyl ester). Yields the product C(C)(C)(C)OC(=O)N1C(CN(CC1)C=1SC(C(N1)=O)=CC=1C=C2C=NN(C2=CC1)CC1=C(C=C(C=C1)Cl)C(F)(F)F)C(NOC)=O (4-{5-[1-(4-Chloro-2-trifluoromethyl-benzyl)-1H-indazol-5-ylmethylene]-4-oxo-4,5-dihydro-thiazol-2-yl}-2-methoxycarbamoyl-piperazine-1-carboxylic acid tert-butyl ester). As a reaction SMILES: [Cl:1][C:2]1[CH:27]=[CH:26][C:5]([CH2:6][N:7]2[C:15]3[C:10](=[CH:11][C:12]([CH:16]=[C:17]4[S:21][C:20](SCC)=[N:19][C:18]4=[O:25])=[CH:13][CH:14]=3)[CH:9]=[N:8]2)=[C:4]([C:28]([F:31])([F:30])[F:29])[CH:3]=1.[C:32]([O:36][C:37]([N:39]1[CH2:44][CH2:43][NH:42][CH2:41][CH:40]1[C:45](=[O:49])[NH:46][O:47][CH3:48])=[O:38])([CH3:35])([CH3:34])[CH3:33]>>[C:32]([O:36][C:37]([N:39]1[CH2:44][CH2:43][N:42]([C:20]2[S:21][C:17](=[CH:16][C:12]3[CH:11]=[C:10]4[C:15](=[CH:14][CH:13]=3)[N:7]([CH2:6][C:5]3[CH:26]=[CH:27][C:2]([Cl:1])=[CH:3][C:4]=3[C:28]([F:30])([F:29])[F:31])[N:8]=[CH:9]4)[C:18](=[O:25])[N:19]=2)[CH2:41][CH:40]1[C:45](=[O:49])[NH:46][O:47][CH3:48])=[O:38])([CH3:35])([CH3:34])[CH3:33]. Reported procedure: 4-{5-[1-(4-Chloro-2-trifluoromethyl-benzyl)-1H-indazol-5-ylmethylene]-4-oxo-4,5-dihydro-thiazol-2-yl}-2-methoxycarbamoyl-piperazine-1-carboxylic acid tert-butyl ester was prepared from 5-[1-(4-Chloro-2-trifluoromethyl-benzyl)-1H-indazol-5-ylmethylene]-2-ethylsulfanyl-thiazol-4-one and 2-Methoxycarbamoyl-piperazine-1-carboxylic acid tert-butyl ester following General Procedure C.